This data is from the Open Reaction Database (ORD), a public repository of structured organic reaction records. The task is: describe an organic reaction: reactants, conditions, products, and yield Reactants: Cl (hydrochloric acid), C(\C=C\C(=O)O)(=O)O (fumaric acid), CN(C(OC(C)(C)C)=O)C1(CC1)CCOC=1C=NC=CC1 (tert-Butyl methyl{1-[2-(3-pyridyloxy)ethyl]cyclopropyl}carbamate), C(\C=C\C(=O)[O-])(=O)[O-] (fumarate). Solvent: O1CCOCC1 (dioxan), CCOCC (ether), O1CCOCC1 (dioxane). Product: C(\C=C\C(=O)O)(=O)O.CNC1(CC1)CCOC=1C=NC=CC1 (N-Methyl-1-[2-(3-pyridyloxy)ethyl]cyclopropanamine fumarate). As a reaction SMILES: [CH3:1][N:2]([C:10]1([CH2:13][CH2:14][O:15][C:16]2[CH:17]=[N:18][CH:19]=[CH:20][CH:21]=2)[CH2:12][CH2:11]1)C(=O)OC(C)(C)C.Cl.[C:23]([O-:30])(=[O:29])/[CH:24]=[CH:25]/[C:26]([O-:28])=[O:27].C(O)(=O)/C=C/C(O)=O>O1CCOCC1.CCOCC>[C:23]([OH:30])(=[O:29])/[CH:24]=[CH:25]/[C:26]([OH:28])=[O:27].[CH3:1][NH:2][C:10]1([CH2:13][CH2:14][O:15][C:16]2[CH:17]=[N:18][CH:19]=[CH:20][CH:21]=2)[CH2:11][CH2:12]1 |f:6.7|. Reported procedure: A solution of 1.2 g of the product obtained in Step 1 dissolved in 5 ml of dioxane and 4 ml of 4N hydrochloric acid in dioxan is stirred for 20 hours at ambient temperature and then 10 ml of ether are added. The precipitate formed is separated off, taken up in 15 ml of water and made alkaline by the addition of potassium carbonate. The aqueous phase is then extracted with dichloromethane. The organic phases are subjected to customary treatment which, after concentration under reduced pressure, a... The reactants are C[SiH](Cl)Cl (methyldichlorosilane), FC(C=C)(C(F)(F)F)F (3,3,4,4,4-pentafluorobutene). The product is FC(CC[Si](Cl)(Cl)C)(C(F)(F)F)F (3,3,4,4,4-pentafluorobutylmethyldichlorosilane). The yield is 91.0%. RXN SMILES: [CH3:1][SiH:2]([Cl:4])[Cl:3].[F:5][C:6]([F:13])([C:9]([F:12])([F:11])[F:10])[CH:7]=[CH2:8]>>[F:5][C:6]([F:13])([C:9]([F:12])([F:11])[F:10])[CH2:7][CH2:8][Si:2]([CH3:1])([Cl:4])[Cl:3]. Reported procedure: Into a reaction vessel were put 200 g of methyldichlorosilane and the same amount of the same binary catalyst as in Example 1, followed by the addition of 242 g of 3,3,4,4,4-pentafluorobutene. After the completion of the reaction at 70° C under 6 atmospheres, the reaction product was subjected to distillation to produce 3,3,4,4,4-pentafluorobutylmethyldichlorosilane (Boiling point: 130° C) at the yield 91% of the theoretical. The reactants are NC(C)C1=CC=C2CCCNC2=C1 (7-(1-aminoethyl)-1,2,3,4-tetrahydro-quinoline), S(=O)(=O)(OC)OC (dimethyl sulfate), [O-2].[Mg+2] (magnesium oxide). Solvent: C1(=CC=CC=C1)C (toluene). Run at temperature 70 celsius, time 18 hour. Product: NC(C)C1=CC=C2CCCN(C2=C1)C (7-(1-aminoethyl)-1-methyl-1,2,3,4-tetrahydro-quinoline). Reaction SMILES: [NH2:1][CH:2]([C:4]1[CH:13]=[C:12]2[C:7]([CH2:8][CH2:9][CH2:10][NH:11]2)=[CH:6][CH:5]=1)[CH3:3].S(OC)(O[CH3:18])(=O)=O.[O-2].[Mg+2]>C1(C)C=CC=CC=1>[NH2:1][CH:2]([C:4]1[CH:13]=[C:12]2[C:7]([CH2:8][CH2:9][CH2:10][N:11]2[CH3:18])=[CH:6][CH:5]=1)[CH3:3] |f:2.3|. Procedure details: Example P-13:1.3 g of 7-(1-aminoethyl)-1,2,3,4-tetrahydro-quinoline, 0.73 gof dimethyl sulfate and 0.27 g of ground magnesium oxide in 50 ml of absolute toluene are placed in a sulfonation flask. The internal temperature is then increased to 100°-105° C. and the mixture is stirred at that temperature for 18 hours. After cooling, inorganic material is filtered off, 10 ml of cone. HCl are added to the toluene solution, and the batch is maintained at 70° C. for 2 hours. The batch is then neutralise... Starting materials: CC1(C(NC2=CC(=C(C=C12)NC(C)=O)[N+](=O)[O-])=O)C (N-(3,3-dimethyl-6-nitro-2-oxo-2,3-dihydro-1H-indol-5-yl)-acetamide), BrCC(CC)=O (1-bromo-2-butanone), C(=O)([O-])[O-].[K+].[K+] (K2CO3). Yields the product NC=1C=C2C(C(N(C2=CC1[N+](=O)[O-])CC(CC)=O)=O)(C)C (5-amino-3,3-dimethyl-6-nitro-1-(2-oxo-butyl)-1,3-dihydro-indol-2-one). The yield is 25.8%. As a reaction SMILES: [CH3:1][C:2]1([CH3:19])[C:10]2[C:5](=[CH:6][C:7]([N+:15]([O-:17])=[O:16])=[C:8]([NH:11]C(=O)C)[CH:9]=2)[NH:4][C:3]1=[O:18].Br[CH2:21][C:22](=[O:25])[CH2:23][CH3:24].C([O-])([O-])=O.[K+].[K+]>>[NH2:11][C:8]1[CH:9]=[C:10]2[C:5](=[CH:6][C:7]=1[N+:15]([O-:17])=[O:16])[N:4]([CH2:21][C:22](=[O:25])[CH2:23][CH3:24])[C:3](=[O:18])[C:2]2([CH3:1])[CH3:19] |f:2.3.4|. Reported procedure: Analogously to the general procedure (I) N-(3,3-dimethyl-6-nitro-2-oxo-2,3-dihydro-1H-indol-5-yl)-acetamide (2 g) is alkylated using 1-bromo-2-butanone (1.7 ml; 15.2 mmol) and K2CO3 (2.1 g; 15.2 mmol) at 30° C. for 24 h. After aqueous work-up and purification by RP chromatography the pure material (0.65 g) is de-acetylated in MeOH (70 ml) using DBU (0.6 ml) at reflux. After aqueous work-up 5-amino-3,3-dimethyl-6-nitro-1-(2-oxo-butyl)-1,3-dihydro-indol-2-one (0.57 g) is obtained and used without ...